describe an organic reaction: reactants, conditions, products, and yield From a dataset of the Open Reaction Database (ORD), a public repository of structured organic reaction records. Reactants: C(C)(=O)C1=CC(=C(OCCCC(=O)OC)C=C1[N+](=O)[O-])OC (Methyl 4-(4-acetyl-2-methoxy-5-nitrophenoxy)butyrate), [BH4-].[Na+] (sodium borohydride), [BH4-].[Na+] (Sodium borohydride). The solvent is CO (methanol), Cl (hydrochloric acid). Reaction conditions: temperature 0 celsius, time 3 hour. Yields the product OC(C)C1=CC(=C(OCCCC(=O)OC)C=C1[N+](=O)[O-])OC (methyl 4-[4-(1-hydroxyethyl)-2-methoxy-5-nitrophenoxy]butyrate), needles. The yield is 100.0%. RXN SMILES: [C:1]([C:4]1[C:17]([N+:18]([O-:20])=[O:19])=[CH:16][C:7]([O:8][CH2:9][CH2:10][CH2:11][C:12]([O:14][CH3:15])=[O:13])=[C:6]([O:21][CH3:22])[CH:5]=1)(=[O:3])[CH3:2].[BH4-].[Na+]>CO.Cl>[OH:3][CH:1]([C:4]1[C:17]([N+:18]([O-:20])=[O:19])=[CH:16][C:7]([O:8][CH2:9][CH2:10][CH2:11][C:12]([O:14][CH3:15])=[O:13])=[C:6]([O:21][CH3:22])[CH:5]=1)[CH3:2] |f:1.2|. Procedure details: Methyl 4-(4-acetyl-2-methoxy-5-nitrophenoxy)butyrate (5.06 g) in methanol (300 cm3) was cooled with stirring at 0° C. under argon. Sodium borohydride (640 mg) was added portionwise and the resulting solution stirred at 40° C. overnight. Further sodium borohydride (500 mg) was added as TLC analysis indicated that starting material remained. After a further 3 h TLC analysis indicated that the reaction was complete. The reaction was cooled, acidified with dilute (1M) hydrochloric acid and evaporate... Starting materials: O (water), 2,3-dimethyl-1,4-dihydroquinone, C(C1=CC=CC=C1)Br (benzyl bromide), C(=O)([O-])[O-].[K+].[K+] (K2CO3). The solvent is CN(C)C=O (DMF). Run at temperature 120 celsius, time 5 hour. Product: C(C1=CC=CC=C1)OC1=C(C(=C(C=C1)O)C)C (4-benzyloxy-2,3-dimethyl-phenol). RXN SMILES: [CH2:1](Br)[C:2]1[CH:7]=[CH:6][CH:5]=[CH:4][CH:3]=1.[C:9]([O-:12])([O-])=O.[K+].[K+].[OH2:15]>CN(C=O)C>[CH2:1]([O:15][C:3]1[CH:4]=[CH:5][C:9]([OH:12])=[C:7]([CH3:6])[C:2]=1[CH3:1])[C:2]1[CH:7]=[CH:6][CH:5]=[CH:4][CH:3]=1 |f:1.2.3|. Reported procedure: A mixture of 2,3-dimethyl-1,4-dihydroquinone (5 g) and benzyl bromide (6.2 g) and K2CO3 (10 g) in DMF (50 mL) was stirred at 120° C. for 5 h. The mixture was poured into water and extracted with EtOAc. The EtOAc was washed with water, dried and evaporated. The residue was purified by silica gel column eluting with 10% EtOAc in hexane to give 3.2 g of 4-benzyloxy-2,3-dimethyl-phenol as a pale solid.